This data is from the Open Reaction Database (ORD), a public repository of structured organic reaction records. The task is: describe an organic reaction: reactants, conditions, products, and yield The reactants are COS(=O)(=O)OC, CCO, [Na+], [OH-], CCCCCCC(=O)c1cc(C)ccc1O. Product: CCCCCCC(=O)c1cc(C)ccc1OC. RXN SMILES: [CH3:19][O:20][S:21]([O:22][CH3:23])(=[O:24])=[O:25].[CH3:26][CH2:27][OH:28].[Na+:18].[OH-:17].[OH:1][c:2]1[c:3]([C:9]([CH2:10][CH2:11][CH2:12][CH2:13][CH2:14][CH3:15])=[O:16])[cH:4][c:5]([CH3:8])[cH:6][cH:7]1>>[O:1]([c:2]1[c:3]([C:9]([CH2:10][CH2:11][CH2:12][CH2:13][CH2:14][CH3:15])=[O:16])[cH:4][c:5]([CH3:8])[cH:6][cH:7]1)[CH3:19]. Reactants: COC(=O)C(C)(C)c1ccc(CCO)cc1, Cc1ccccc1, ClCCl, O=S(Cl)Cl. Product: COC(=O)C(C)(C)c1ccc(CCCl)cc1. As a reaction SMILES: [CH3:1][O:2][C:3]([C:4]([CH3:5])([CH3:6])[c:7]1[cH:8][cH:9][c:10]([CH2:13][CH2:14][OH:15])[cH:11][cH:12]1)=[O:16].[CH3:24][c:25]1[cH:26][cH:27][cH:28][cH:29][cH:30]1.[Cl:21][CH2:22][Cl:23].[S:17]([Cl:18])([Cl:19])=[O:20]>>[CH3:1][O:2][C:3]([C:4]([CH3:5])([CH3:6])[c:7]1[cH:8][cH:9][c:10]([CH2:13][CH2:14][Cl:19])[cH:11][cH:12]1)=[O:16]. The reactants are CC(C)(C)OC(=O)N1CCC(c2ccc(C(=O)O)cc2)(c2ccc(-c3cn[nH]c3)cc2)CC1, Cl, C1COCCO1. Product: O=C(O)c1ccc(C2(c3ccc(-c4cn[nH]c4)cc3)CCNCC2)cc1. Reaction SMILES: [C:1]([O:2][C:3](=[O:4])[N:8]1[CH2:9][CH2:10][C:11]([c:14]2[cH:15][cH:16][c:17](-[c:20]3[cH:21][n:22][nH:23][cH:24]3)[cH:18][cH:19]2)([c:25]2[cH:26][cH:27][c:28]([C:31](=[O:32])[OH:33])[cH:29][cH:30]2)[CH2:12][CH2:13]1)([CH3:5])([CH3:6])[CH3:7].[ClH:40].[O:34]1[CH2:35][CH2:36][O:37][CH2:38][CH2:39]1>>[NH:8]1[CH2:9][CH2:10][C:11]([c:14]2[cH:15][cH:16][c:17](-[c:20]3[cH:21][nH:22][n:23][cH:24]3)[cH:18][cH:19]2)([c:25]2[cH:26][cH:27][c:28]([C:31](=[O:32])[OH:33])[cH:29][cH:30]2)[CH2:12][CH2:13]1. Reactants: ClC=1C=C(C=CC1Cl)C1=NC=2N(C(=C1)C(F)(F)F)N=CC2C#C (5-(3,4-dichloro-phenyl)-3-ethynyl-7-trifluoromethyl-pyrazolo[1,5-a]pyrimidine), BrC1=CC=C(C=C1)S(=O)(=O)N (4-bromo-benzenesulfonamide). The product is ClC=1C=C(C=CC1Cl)C1=NC=2N(C(=C1)C(F)(F)F)N=CC2C#CC2=CC=C(C=C2)S(=O)(=O)N (4-[5-(3,4-Dichloro-phenyl)-7-trifluoromethyl-pyrazolo[1,5-a]pyrimidin-3-ylethynyl]-benzenesulfonamide), solid. Isolated yield 33.0%. As a reaction SMILES: [Cl:1][C:2]1[CH:3]=[C:4]([C:9]2[CH:14]=[C:13]([C:15]([F:18])([F:17])[F:16])[N:12]3[N:19]=[CH:20][C:21]([C:22]#[CH:23])=[C:11]3[N:10]=2)[CH:5]=[CH:6][C:7]=1[Cl:8].Br[C:25]1[CH:30]=[CH:29][C:28]([S:31]([NH2:34])(=[O:33])=[O:32])=[CH:27][CH:26]=1>>[Cl:1][C:2]1[CH:3]=[C:4]([C:9]2[CH:14]=[C:13]([C:15]([F:16])([F:17])[F:18])[N:12]3[N:19]=[CH:20][C:21]([C:22]#[C:23][C:25]4[CH:30]=[CH:29][C:28]([S:31]([NH2:34])(=[O:33])=[O:32])=[CH:27][CH:26]=4)=[C:11]3[N:10]=2)[CH:5]=[CH:6][C:7]=1[Cl:8]. Procedure: The title compound was prepared from 5-(3,4-dichloro-phenyl)-3-ethynyl-7-trifluoromethyl-pyrazolo[1,5-a]pyrimidine (example C.9) (89 mg, 0.25 mmol) and 4-bromo-benzenesulfonamide (59 mg, 0.25 mmol) according to general procedure II. Obtained as a yellow solid (43 mg, 33%). MS (ISN) 509.0 [(M−H)−]; mp 273-274° C.